The task is: describe an organic reaction: reactants, conditions, products, and yield. This data is from the Open Reaction Database (ORD), a public repository of structured organic reaction records. The product is CC(C)(C)OC(=O)N1CCc2c(n(CCCc3ccccc3)c3cc(Cl)c(Cl)cc23)CC1. As a reaction SMILES: [Br:25][CH2:26][CH2:27][CH2:28][c:29]1[cH:30][cH:31][cH:32][cH:33][cH:34]1.[Cl:2][c:3]1[c:4]([Cl:24])[cH:5][c:6]2[c:7]3[c:8]([nH:9][c:10]2[cH:11]1)[CH2:12][CH2:13][N:14]([C:17](=[O:18])[O:19][C:20]([CH3:21])([CH3:22])[CH3:23])[CH2:15][CH2:16]3.[KH:1].[O:35]=[CH:36][N:37]([CH3:38])[CH3:39]>>[Cl:2][c:3]1[c:4]([Cl:24])[cH:5][c:6]2[c:7]3[c:8]([n:9]([CH2:26][CH2:27][CH2:28][c:29]4[cH:30][cH:31][cH:32][cH:33][cH:34]4)[c:10]2[cH:11]1)[CH2:12][CH2:13][N:14]([C:17](=[O:18])[O:19][C:20]([CH3:21])([CH3:22])[CH3:23])[CH2:15][CH2:16]3. The reactants are BrCCCc1ccccc1, CC(C)(C)OC(=O)N1CCc2[nH]c3cc(Cl)c(Cl)cc3c2CC1, [KH], CN(C)C=O. Starting materials: CN1N=NC=2C(=NC(=CC21)C2=CC(=C(C=C2)CCC=O)C(F)(F)F)C#N (Methyl-6-(4-(3-oxopropyl)-3-(trifluoromethyl)phenyl)-1H-[1,2,3]triazolo[4,5-c]pyridine-4-carbonitrile), [C@@H]12N(C[C@@H](NC1)C2)C(=O)OC(C)(C)C ((1S,4S)-tert-butyl 2,5-diazabicyclo[2.2.1]heptane-2-carboxylate), C(C)(=O)O[BH-](OC(C)=O)OC(C)=O.[Na+] (Sodium triacetoxyborohydride), C(C)(=O)O (acetic acid). Run in C(Cl)Cl (DCM), CO (methanol), C(C)(=O)OCC (ethyl acetate). Reaction conditions: time 3 hour. The product is C(#N)C1=NC(=CC2=C1N=NN2C)C2=CC(=C(C=C2)CCCN2[C@@H]1CN([C@H](C2)C1)C(=O)OC(C)(C)C)C(F)(F)F ((1S,4S)-tert-butyl 5-(3-(4-(4-cyano-1-methyl-1H-[1,2,3]triazolo[4,5-c]pyridin-6-yl)-2-(trifluoro-methyl)phenyl)propyl)-2,5-diazabicyclo[2.2.1]heptane-2-carboxylate). Isolated yield 73.0%. Reaction SMILES: [CH3:1][N:2]1[C:10]2[CH:9]=[C:8]([C:11]3[CH:16]=[CH:15][C:14]([CH2:17][CH2:18][CH:19]=O)=[C:13]([C:21]([F:24])([F:23])[F:22])[CH:12]=3)[N:7]=[C:6]([C:25]#[N:26])[C:5]=2[N:4]=[N:3]1.[C@H:27]12[CH2:33][C@H:30]([NH:31][CH2:32]1)[CH2:29][N:28]2[C:34]([O:36][C:37]([CH3:40])([CH3:39])[CH3:38])=[O:35].C(O)(=O)C.C(O[BH-](OC(=O)C)OC(=O)C)(=O)C.[Na+]>C(Cl)Cl.CO.C(OCC)(=O)C>[C:25]([C:6]1[C:5]2[N:4]=[N:3][N:2]([CH3:1])[C:10]=2[CH:9]=[C:8]([C:11]2[CH:16]=[CH:15][C:14]([CH2:17][CH2:18][CH2:19][N:31]3[CH2:32][C@@H:27]4[CH2:33][C@H:30]3[CH2:29][N:28]4[C:34]([O:36][C:37]([CH3:40])([CH3:39])[CH3:38])=[O:35])=[C:13]([C:21]([F:24])([F:23])[F:22])[CH:12]=2)[N:7]=1)#[N:26] |f:3.4|. Reported procedure: Methyl-6-(4-(3-oxopropyl)-3-(trifluoromethyl)phenyl)-1H-[1,2,3]triazolo[4,5-c]pyridine-4-carbonitrile (200 mg), (1S,4S)-tert-butyl 2,5-diazabicyclo[2.2.1]heptane-2-carboxylate (221 mg) was dissolved in a mixed solvent of DCM (3 ml) and methanol (5 ml) containing acetic acid (0.4 ml). Sodium triacetoxyborohydride (350 mg) was then added in portions and the mixture was stirred at rt for further 3 hours. After diluting with ethyl acetate (100 ml), washed with sodium carbonate (30 ml), brine (20 ml)... Starting materials: Cn1[nH]c(-c2ccccc2)cc1=O, O, O=P(Cl)(Cl)Cl. Product: Cn1nc(-c2ccccc2)cc1Cl. Reaction SMILES: [CH3:1][n:2]1[nH:3][c:4](-[c:8]2[cH:9][cH:10][cH:11][cH:12][cH:13]2)[cH:5][c:6]1=[O:7].[OH2:19].[P:14]([Cl:15])([Cl:16])([Cl:17])=[O:18]>>[CH3:1][n:2]1[n:3][c:4](-[c:8]2[cH:9][cH:10][cH:11][cH:12][cH:13]2)[cH:5][c:6]1[Cl:16]. Isolated yield 91.3%. The reactants are O1CCOCC1 (dioxane), OC1C=CC(C1CC=C)=O (4-hydroxy-5-allyl-2-cyclopentenone), ClC=1C(C(=C(C(C1Cl)=O)C#N)C#N)=O (2,3-dichloro-5,6-dicyano-1,4-benzoquinone). Solvent: C(C)(=O)OCC.CCCCCC (ethyl acetate n-hexane). As a reaction SMILES: O1CCOCC1.[OH:7][CH:8]1[CH:12]([CH2:13][CH:14]=[CH2:15])[C:11](=[O:16])[CH:10]=[CH:9]1.ClC1C(=O)C(C#N)=C(C#N)C(=O)C=1Cl>C(OCC)(=O)C.CCCCCC>[O:7]=[C:8]1[CH:12]([CH2:13][CH:14]=[CH2:15])[C:11](=[O:16])[CH:10]=[CH:9]1 |f:3.4|. Conditions: time 16 hour. The product is O=C1C=CC(C1CC=C)=O (4-keto-5-allyl-2-cyclopentenone). Procedure: Into 6 ml of dioxane, were dissolved 500 mg of 4-hydroxy-5-allyl-2-cyclopentenone and 450mg of 2,3-dichloro-5,6-dicyano-1,4-benzoquinone. The solution was left standing at room temperature for 16 hours and the precipitated 2,3-dichloro-5,6-dicyanohydroquinone was collected by filtration and washed with methylene chloride. The filtrate together with the washings was concentrated. The concentration residue was dissolved in 50 ml of methylene chloride, washed with a 10% aqueous sodium hydroxide sol... Reactants: COC(C)(C)C, CCCC1CCC(c2ccc(-c3ccc[se]3)cc2)CC1, [Li]CCCC, CCOCC, O=CN1CCOCC1, Cl. The product is CCCC1CCC(c2ccc(-c3ccc(C=O)[se]3)cc2)CC1. As a reaction SMILES: [C:39]([O:40][CH3:41])([CH3:42])([CH3:43])[CH3:44].[CH2:1]([CH2:2][CH3:3])[CH:4]1[CH2:5][CH2:6][CH:7]([c:10]2[cH:11][cH:12][c:13](-[c:16]3[se:17][cH:18][cH:19][cH:20]3)[cH:14][cH:15]2)[CH2:8][CH2:9]1.[CH3:21][CH2:22][CH2:23][CH2:24][Li:25].[CH3:34][CH2:35][O:36][CH2:37][CH3:38].[CH:26](=[O:27])[N:28]1[CH2:29][CH2:30][O:31][CH2:32][CH2:33]1.[ClH:45]>>[CH2:1]([CH2:2][CH3:3])[CH:4]1[CH2:5][CH2:6][CH:7]([c:10]2[cH:11][cH:12][c:13](-[c:16]3[se:17][c:18]([CH:26]=[O:27])[cH:19][cH:20]3)[cH:14][cH:15]2)[CH2:8][CH2:9]1. The reactants are ClC(=O)OC1=CC=C(C=C1)[N+](=O)[O-] (4-Nitrophenyl chloroformate), OC=1C=NC=C(C(=O)OC)C1 (methyl 5-hydroxynicotinate), C(C)(C)N(CC)C(C)C (diisopropylethylamine). Solvent: ClCCl (dichloromethane). Conditions: time 1 hour. The product is [N+](=O)([O-])C1=CC=C(OC(=O)OC=2C=NC=C(C(=O)OC)C2)C=C1 (methyl 5-{[(4-nitrophenoxy)carbonyl]oxy}nicotinate). The yield is 76.3%. RXN SMILES: Cl[C:2]([O:4][C:5]1[CH:10]=[CH:9][C:8]([N+:11]([O-:13])=[O:12])=[CH:7][CH:6]=1)=[O:3].[OH:14][C:15]1[CH:16]=[N:17][CH:18]=[C:19]([CH:24]=1)[C:20]([O:22][CH3:23])=[O:21].C(N(C(C)C)CC)(C)C>ClCCl>[N+:11]([C:8]1[CH:9]=[CH:10][C:5]([O:4][C:2]([O:14][C:15]2[CH:16]=[N:17][CH:18]=[C:19]([CH:24]=2)[C:20]([O:22][CH3:23])=[O:21])=[O:3])=[CH:6][CH:7]=1)([O-:13])=[O:12]. Reported procedure: 4-Nitrophenyl chloroformate (7.0 g) was added to a dichloromethane (100 ml) solution of methyl 5-hydroxynicotinate (5.3 g) and diisopropylethylamine (6.1 ml), followed by stirring at room temperature for 1 hour. The reaction liquid was washed with water, and dried over anhydrous magnesium sulfate. The solvent was evaporated, and the resulting solid was washed with EtOAc/hexane and dried under reduced pressure to obtain methyl 5-{[(4-nitrophenoxy)carbonyl]oxy}nicotinate (8.4 g).